The task is: describe an organic reaction: reactants, conditions, products, and yield. This data is from the Open Reaction Database (ORD), a public repository of structured organic reaction records. Reactants: C(C)(=O)OC12CC3CC(CC(C1)C3)C2 (1-acetoxyadamantane), COC1=CC=C(C(=O)O)C=C1 (4-methoxybenzoic acid), CCCCCCC (n-heptane), S(O)(O)(=O)=O (sulfuric acid). Run in C(C)O (ethanol). Run at time 48 hour. Yields the product C12(CC3CC(CC(C1)C3)C2)C=2C=C(C(=O)O)C=CC2OC (3-(1-adamantyl)-4-methoxybenzoic acid). Reaction SMILES: C(O[C:5]12[CH2:14][CH:9]3[CH2:10][CH:11]([CH2:13][CH:7]([CH2:8]3)[CH2:6]1)[CH2:12]2)(=O)C.CCCCCCC.S(=O)(=O)(O)O.[CH3:27][O:28][C:29]1[CH:37]=[CH:36][C:32]([C:33]([OH:35])=[O:34])=[CH:31][CH:30]=1>C(O)C>[C:5]12([C:30]3[CH:31]=[C:32]([CH:36]=[CH:37][C:29]=3[O:28][CH3:27])[C:33]([OH:35])=[O:34])[CH2:14][CH:9]3[CH2:10][CH:11]([CH2:13][CH:7]([CH2:8]3)[CH2:6]1)[CH2:12]2. Procedure details: In a 100 ml three-necked flask, and under a nitrogen environment, are placed 1 g of 1-acetoxyadamantane and 50 ml of n-heptane. After dissolution, 0.25 g of concentrated sulfuric acid is added drop by drop at a temperature of approximately 22° C. and 0.783 g of 4-methoxybenzoic acid is poured in slowly. After leaving the mixture well agitated for 48 hours, 50 ml of denatured ethanol are added and the insoluble material is filtered Concentration of the filtrate volume to three quarters yields a s...